This data is from the Open Reaction Database (ORD), a public repository of structured organic reaction records. The task is: describe an organic reaction: reactants, conditions, products, and yield The reactants are C(C)(C)(C)OC(=O)N[C@H](C(=O)OC)CCN1N=C(C(=C1)NC(=O)C=1C=NN2C1N=CC=C2)C2=C(C=CC(=C2)Cl)OC(F)F (methyl (2S)-2-[[(tert-butoxy)carbonyl]amino]-4-[3-[5-chloro-2-(difluoromethoxy)phenyl]-4-[pyrazolo[1,5-a]pyrimidine-3-amido]-1H-pyrazol-1-yl]-butanoate). Run in C(Cl)Cl.C(=O)(C(F)(F)F)O (DCM TFA). Reaction conditions: time 8 minute. The product is N[C@H](C(=O)OC)CCN1N=C(C(=C1)NC(=O)C=1C=NN2C1N=CC=C2)C2=C(C=CC(=C2)Cl)OC(F)F (methyl (2S)-2-amino-4-[3-[5-chloro-2-(difluoromethoxy)phenyl]-4-[pyrazolo[1,5-a]pyrimidine-3-amido]-1H-pyrazol-1-yl]butanoate). The yield is 63.9%. As a reaction SMILES: C(OC([NH:8][C@@H:9]([CH2:14][CH2:15][N:16]1[CH:20]=[C:19]([NH:21][C:22]([C:24]2[CH:25]=[N:26][N:27]3[CH:32]=[CH:31][CH:30]=[N:29][C:28]=23)=[O:23])[C:18]([C:33]2[CH:38]=[C:37]([Cl:39])[CH:36]=[CH:35][C:34]=2[O:40][CH:41]([F:43])[F:42])=[N:17]1)[C:10]([O:12][CH3:13])=[O:11])=O)(C)(C)C>C(Cl)Cl.C(O)(C(F)(F)F)=O>[NH2:8][C@@H:9]([CH2:14][CH2:15][N:16]1[CH:20]=[C:19]([NH:21][C:22]([C:24]2[CH:25]=[N:26][N:27]3[CH:32]=[CH:31][CH:30]=[N:29][C:28]=23)=[O:23])[C:18]([C:33]2[CH:38]=[C:37]([Cl:39])[CH:36]=[CH:35][C:34]=2[O:40][CH:41]([F:43])[F:42])=[N:17]1)[C:10]([O:12][CH3:13])=[O:11] |f:1.2|. Reported procedure: The mixture of methyl (2S)-2-[[(tert-butoxy)carbonyl]amino]-4-[3-[5-chloro-2-(difluoromethoxy)phenyl]-4-[pyrazolo[1,5-a]pyrimidine-3-amido]-1H-pyrazol-1-yl]-butanoate (280 mg), in DCM/TFA (15 mL, 2:1) was stirred at room temperature overnight. The resulting mixture was concentrated under vacuum. The crude product (200 mg) was purified by Prep-HPLC with the following conditions (1#-Pre-HPLC-006(Waters)): Column, XSelect CSH Prep C18 OBD Column, 5 um, 19*150 mm; mobile phase, Water with 0.05% FA a...